Dataset: the Open Reaction Database (ORD), a public repository of structured organic reaction records. Task: describe an organic reaction: reactants, conditions, products, and yield Reactants: CC(C)(C)OC(=O)OC(=O)OC(C)(C)C, COc1cc(COc2cc(N)[nH]n2)cc(OC)c1, ClCCl, [K+], [OH-], O. Yields the product COc1cc(COc2cc(N)n(C(=O)OC(C)(C)C)n2)cc(OC)c1. RXN SMILES: [C:21]([O:22][C:23]([O:25][C:26]([CH3:27])([CH3:28])[CH3:29])=[O:35])(=[O:24])[O:30][C:31]([CH3:32])([CH3:33])[CH3:34].[CH3:3][O:4][c:5]1[cH:6][c:7]([CH2:13][O:14][c:15]2[cH:16][c:17]([NH2:20])[nH:18][n:19]2)[cH:8][c:9]([O:11][CH3:12])[cH:10]1.[Cl:37][CH2:38][Cl:39].[K+:2].[OH-:1].[OH2:36]>>[CH3:3][O:4][c:5]1[cH:6][c:7]([CH2:13][O:14][c:15]2[cH:16][c:17]([NH2:20])[n:18]([C:23](=[O:22])[O:25][C:26]([CH3:27])([CH3:28])[CH3:29])[n:19]2)[cH:8][c:9]([O:11][CH3:12])[cH:10]1. Reactants: ClC1=NC=CN=C1OCCOC1=CC=C(C=C1)Cl (2-chloro-3-[2-(4-chlorophenoxy)ethoxy]pyrazine), CC1NCCNC1 (2-methylpiperazine). As a reaction SMILES: Cl[C:2]1[C:7]([O:8][CH2:9][CH2:10][O:11][C:12]2[CH:17]=[CH:16][C:15]([Cl:18])=[CH:14][CH:13]=2)=[N:6][CH:5]=[CH:4][N:3]=1.[CH3:19][CH:20]1[CH2:25][NH:24][CH2:23][CH2:22][NH:21]1>>[CH3:19][CH:20]1[NH:21][CH2:22][CH2:23][N:24]([C:2]2[C:7]([O:8][CH2:9][CH2:10][O:11][C:12]3[CH:17]=[CH:16][C:15]([Cl:18])=[CH:14][CH:13]=3)=[N:6][CH:5]=[CH:4][N:3]=2)[CH2:25]1. Procedure: The title compound was prepared according to the procedure described in Example 4, Step 2, starting from 2-chloro-3-[2-(4-chlorophenoxy)ethoxy]pyrazine* (150 mg, 0.53 mmol) and 2-methylpiperazine (256 mg, 2.56 mmol) with the exception that a final extraction step between EtOAc and 5% aqueous NaOH was carried out. This gave 143 mg (77%) of the title product. HRMS m/z calcd for C17H21ClN4O2 (M)+ 348.1353, found 348.1370. Anal. (C17H21ClN4O2) C, H, N. Product: CC1CN(CCN1)C=1C(=NC=CN1)OCCOC1=CC=C(C=C1)Cl (2-(4-Chlorophenoxy)ethyl 3-(3-methyl-1-piperazinyl)-2-pyrazinyl ether). Reactants: CC(C)(C)OC(=O)N1CCC(CCCCN2C(=O)c3ccccc3C2=O)CC1, CCO, NN, O. Product: CC(C)(C)OC(=O)N1CCC(CCCCN)CC1. RXN SMILES: [C:1]([CH3:2])([CH3:3])([CH3:4])[O:5][C:6](=[O:7])[N:8]1[CH2:9][CH2:10][CH:11]([CH2:14][CH2:15][CH2:16][CH2:17][N:18]2[C:19](=[O:20])[c:21]3[c:22]([cH:23][cH:24][cH:25][cH:26]3)[C:27]2=[O:28])[CH2:12][CH2:13]1.[CH3:32][CH2:33][OH:34].[NH2:30][NH2:31].[OH2:29]>>[C:1]([CH3:2])([CH3:3])([CH3:4])[O:5][C:6](=[O:7])[N:8]1[CH2:9][CH2:10][CH:11]([CH2:14][CH2:15][CH2:16][CH2:17][NH2:18])[CH2:12][CH2:13]1. Starting materials: C(CC(C)C)OC1=C(C2=CC=CC=C2C=C1)C=O (2-(isopentyloxy)-1-naphthaldehyde), OC1=C(C2=CC=CC=C2C=C1)C=O (2-hydroxy-1-naphthaldehyde), BrCC1=CC=C(C#N)C=C1 (4-(bromomethyl)benzonitrile). The product is C(=O)C1=C(C=CC2=CC=CC=C12)OCC1=CC=C(C#N)C=C1 (4-{[(1-FORMYL-2-NAPHTHYL)OXY]METHYL}BENZONITRILE). As a reaction SMILES: [CH2:1]([O:6][C:7]1[CH:16]=[CH:15][C:14]2[C:9](=[CH:10][CH:11]=[CH:12][CH:13]=2)[C:8]=1[CH:17]=[O:18])[CH2:2][CH:3]([CH3:5])C.OC1C=CC2C(=CC=CC=2)C=1C=O.BrCC1C=C[C:37]([C:38]#[N:39])=[CH:36][CH:35]=1>>[CH:17]([C:8]1[C:9]2[C:14](=[CH:13][CH:12]=[CH:11][CH:10]=2)[CH:15]=[CH:16][C:7]=1[O:6][CH2:1][C:2]1[CH:3]=[CH:5][C:37]([C:38]#[N:39])=[CH:36][CH:35]=1)=[O:18]. Procedure: Prepared according to the Procedure for 2-(isopentyloxy)-1-naphthaldehyde using 2-hydroxy-1-naphthaldehyde and 4-(bromomethyl)benzonitrile. Reactants: C(CCC)C=1C=C(C(O)=CC1)O (4-n-butylcatechol), CC(=O)C (acetone), O.C1(=CC=C(C=C1)S(=O)(=O)O)C (p-toluenesulfonic acid monohydrate). Solvent: C1=CC=CC=C1 (benzene). Yields the product C(CCC)C1=CC2=C(OC(O2)(C)C)C=C1 (5-n-Butyl-2,2-dimethyl 1,3 benzodioxol). RXN SMILES: [CH2:1]([C:5]1[CH:6]=[C:7]([OH:12])[C:8](=[CH:10][CH:11]=1)[OH:9])[CH2:2][CH2:3][CH3:4].[CH3:13][C:14]([CH3:16])=O.O.C1(C)C=CC(S(O)(=O)=O)=CC=1>C1C=CC=CC=1>[CH2:1]([C:5]1[CH:11]=[CH:10][C:8]2[O:9][C:14]([CH3:16])([CH3:13])[O:12][C:7]=2[CH:6]=1)[CH2:2][CH2:3][CH3:4] |f:2.3|. Procedure details: The same procedures as described in Example were carried out by using 4.16 g (25 mM) of.4-n-butylcatechol, 15 ml of acetone, 30 mg of p-toluenesulfonic acid monohydrate and 7 ml of benzene. 5-n-Butyl-2,2-dimethyl 1,3 benzodioxol was obtained in the yield of 4.74 g (23 mM) as colorless transparent liquid having a boiling point of 74°-75° C./1 mmHg. Starting materials: CSC1=CC=C(NC(C#N)C2=CC=C(C=C2)S(N)(=O)=O)C=C1 (α-(4-methylthioanilino)-α-(4-sulfamoylphenyl)acetonitrile), O=CC(C)=C (methacrolein). Yields the product CC=1C=C(N(C1)C1=CC=C(C=C1)SC)C1=CC=C(C=C1)S(N)(=O)=O (4-Methyl-1-(4-methylthiophenyl)-2-(4-sulfamoylphenyl)pyrrole), powder. Isolated yield 33.0%. Reaction SMILES: [CH3:1][S:2][C:3]1[CH:22]=[CH:21][C:6]([NH:7][CH:8]([C:11]2[CH:16]=[CH:15][C:14]([S:17](=[O:20])(=[O:19])[NH2:18])=[CH:13][CH:12]=2)[C:9]#N)=[CH:5][CH:4]=1.O=[CH:24][C:25](=C)[CH3:26]>>[CH3:26][C:25]1[CH:9]=[C:8]([C:11]2[CH:16]=[CH:15][C:14]([S:17](=[O:20])(=[O:19])[NH2:18])=[CH:13][CH:12]=2)[N:7]([C:6]2[CH:21]=[CH:22][C:3]([S:2][CH3:1])=[CH:4][CH:5]=2)[CH:24]=1. Procedure details: Following a procedure similar to that described in Example 1(iii), but using α-(4-methylthioanilino)-α-(4-sulfamoylphenyl)acetonitrile [prepared as described in step (ii) above] and methacrolein as starting materials, the title compound was obtained as a slightly yellow powder (yield 33%), melting at 194-196° C. The reactants are C(F)(F)C(F)(F)C(F)(F)C(F)(F)CO (CHF2CF2CF2CF2CH2OH), C(F)(F)(F)C(F)(F)CF (CF3CF2CH2F), COCl2, N#N (N2). Reaction conditions: temperature 277 celsius. Yields the product C(F)(F)(F)C(F)(F)CO (CF3CF2CH2OH). As a reaction SMILES: C(C([C:7]([C:10]([CH2:13][OH:14])([F:12])[F:11])([F:9])[F:8])(F)F)(F)F.N#N.C(C(CF)(F)F)(F)(F)[F:18]>>[C:7]([C:10]([CH2:13][OH:14])([F:12])[F:11])([F:18])([F:9])[F:8]. Procedure: The same catalyst was used from Example 4 above. The reactor was cooled to 277° C. The alcohol (CF3CF2CH2OH) flow of 0.49 mL/hr (2.0 sccm, 3.3×10-8 m3 /s), the COCl2 flow of 3.0 sccm (5.0×10-8 m3 /s), the HF flow of 7.0 sccm (1.2×10-7 m3 /s), and an N2 flow of 2 sccm (3.3×10-8 m3 /s) were begun. The gaseous effluent was analyzed by GCMS and found to be 89.3-90.5% CF3CF2CH2F over a 2 hour period with no evidence for catalyst deactivation. The reactants are C(C=C)NS(=O)(=O)C1=C(C(=CC=C1Cl)N)O (N-allyl-3-amino-6-chloro-2-hydroxybenzenesulfonamide), ClC1=C(C=CC=C1Cl)N=C=O (2,3-dichlorophenylisocyanate). The solvent is CN(C=O)C (N,N-dimethylformamide), C(C)(=O)OCC (ethyl acetate). Product: C(C=C)NS(=O)(=O)C=1C(=C(C=CC1Cl)NC(=O)NC1=C(C(=CC=C1)Cl)Cl)O (N-[3-(N″-allylaminosulfonyl)4-chloro-2-hydroxyphenyl]-N′-(2,3-dichlorophenyl) urea). Isolated yield 29.1%. RXN SMILES: [CH2:1]([NH:4][S:5]([C:8]1[C:13]([Cl:14])=[CH:12][CH:11]=[C:10]([NH2:15])[C:9]=1[OH:16])(=[O:7])=[O:6])[CH:2]=[CH2:3].[Cl:17][C:18]1[C:23]([Cl:24])=[CH:22][CH:21]=[CH:20][C:19]=1[N:25]=[C:26]=[O:27]>CN(C)C=O.C(OCC)(=O)C>[CH2:1]([NH:4][S:5]([C:8]1[C:9]([OH:16])=[C:10]([NH:15][C:26]([NH:25][C:19]2[CH:20]=[CH:21][CH:22]=[C:23]([Cl:24])[C:18]=2[Cl:17])=[O:27])[CH:11]=[CH:12][C:13]=1[Cl:14])(=[O:7])=[O:6])[CH:2]=[CH2:3]. Procedure: A solution of crude N-allyl-3-amino-6-chloro-2-hydroxybenzenesulfonamide (20 mg) and 2,3-dichlorophenylisocyanate (12 μL, 0.09 mmol) in 1 mL of N,N-dimethylformamide was stirred at room temperature for 20 hours. The mixture was diluted with ethyl acetate and washed with water to give the crude material. Purification by column chromatography on silica gel, eluting with ethyl acetate/hexane (30/70, v/v), gave the desired product (10 mg, 29% for two steps). EI-MS (m/z) 450.2, 452.2, 454.1 (M−).